Task: describe an organic reaction: reactants, conditions, products, and yield. Dataset: the Open Reaction Database (ORD), a public repository of structured organic reaction records Starting materials: BrC(C(=O)O)Br (dibromoacetic acid), Cl (hydrochloric acid), ClC1=C(C=CC=C1)S(=O)(=O)C=1C=C(C(=CC1C)O)O (4-(2-chlorophenylsulphonyl)-5-methyl-1,2-benzenediol), C([O-])([O-])=O.[K+].[K+] (potassium carbonate). Run in CN(C=O)C (dimethylformamide), CN(C=O)C (dimethylformamide). Run at time 15 hour. Yields the product ClC1=C(C=CC=C1)S(=O)(=O)C1=CC2=C(OC(O2)C(=O)O)C=C1C (5-(2-chlorophenylsulphonyl)-6-methyl-1,3-benzodioxole-2-carboxylic acid). RXN SMILES: [Cl:1][C:2]1[CH:7]=[CH:6][CH:5]=[CH:4][C:3]=1[S:8]([C:11]1[CH:12]=[C:13]([OH:19])[C:14]([OH:18])=[CH:15][C:16]=1[CH3:17])(=[O:10])=[O:9].C(=O)([O-])[O-].[K+].[K+].Br[CH:27](Br)[C:28]([OH:30])=[O:29].Cl>CN(C)C=O>[Cl:1][C:2]1[CH:7]=[CH:6][CH:5]=[CH:4][C:3]=1[S:8]([C:11]1[C:16]([CH3:17])=[CH:15][C:14]2[O:18][CH:27]([C:28]([OH:30])=[O:29])[O:19][C:13]=2[CH:12]=1)(=[O:10])=[O:9] |f:1.2.3|. Reported procedure: 23 g (77 mmol) of 4-(2-chlorophenylsulphonyl)-5-methyl-1,2-benzenediol are added to a finely particulate suspension of 50.9 g (385 mmol) of freshly calcined potassium carbonate in 180 ml of dry dimethylformamide and there is added dropwise thereto, in the course of 15 minutes, a solution of 8.50 g (39 mmol) of dibromoacetic acid in 80 ml of dimethylformamide. The mixture is then stirred for 15 hours at 80°. Subsequently, the reaction mixture is poured onto ice and adjusted to pH 1-2 with concent... The reactants are COC1=C(C=CC=C1)C=C[N+](=O)[O-] (1-methoxy-2-(2-nitro-vinyl)-benzene), [H-].[H-].[H-].[H-].[Li+].[Al+3] (LAH). Solvent: C1CCOC1 (THF), C1CCOC1 (THF). Yields the product COC1=C(C=CC=C1)CCN (2-(2-Methoxy-phenyl)-ethylamine). Yield: 71.0%. Reaction SMILES: [CH3:1][O:2][C:3]1[CH:8]=[CH:7][CH:6]=[CH:5][C:4]=1[CH:9]=[CH:10][N+:11]([O-])=O.[H-].[H-].[H-].[H-].[Li+].[Al+3]>C1COCC1>[CH3:1][O:2][C:3]1[CH:8]=[CH:7][CH:6]=[CH:5][C:4]=1[CH2:9][CH2:10][NH2:11] |f:1.2.3.4.5.6|. Procedure details: Using analogous reaction conditions and workup as described in Example 1, step 2, 1-methoxy-2-(2-nitro-vinyl)-benzene (I-13a: 4.5 g, 25.1396 mmol) in dry THF (50 mL) was reacted with LAH (1.91 g, 50.2793 mmol) in dry THF (50 mL) to afford 2.7 g of the crude product which was used in the next step without further purification. Reactants: COc1cccc(C(=O)O)c1, COc1cccc(O)c1. Yields the product COc1cccc(C(=O)c2ccc(OC)cc2O)c1. RXN SMILES: [CH3:10][O:11][c:12]1[cH:13][c:14]([C:15](=[O:16])[OH:17])[cH:18][cH:19][cH:20]1.[CH3:1][O:2][c:3]1[cH:4][cH:5][cH:6][c:7]([OH:8])[cH:9]1>>[CH3:1][O:2][c:3]1[cH:4][cH:5][c:6]([C:15]([c:14]2[cH:13][c:12]([O:11][CH3:10])[cH:20][cH:19][cH:18]2)=[O:16])[c:7]([OH:8])[cH:9]1. The reactants are CN(S(=O)(=O)CC)C1=C(C=CC=C1)B1OC(C(O1)(C)C)(C)C (N-methyl-N-(2-(4,4,5,5,-tetramethyl-1,3,2-dioxaborolan-2-yl)phenyl)ethanesulfonamide), BrC1=CC(=C(C=C1)C=1N=CC(=NC1)N)F (5-(4-bromo-2-fluorophenyl)pyrazin-2-amine). Product: NC=1N=CC(=NC1)C1=C(C=C(C=C1)C1=C(C=CC=C1)N(S(=O)(=O)CC)C)F (N-[4′-(5-Aminopyrazin-2-yl)-3′-fluorobiphenyl-2-yl]-N-methylethanesulfonamide). Reaction SMILES: [CH3:1][N:2]([C:8]1[CH:13]=[CH:12][CH:11]=[CH:10][C:9]=1B1OC(C)(C)C(C)(C)O1)[S:3]([CH2:6][CH3:7])(=[O:5])=[O:4].Br[C:24]1[CH:29]=[CH:28][C:27]([C:30]2[N:31]=[CH:32][C:33]([NH2:36])=[N:34][CH:35]=2)=[C:26]([F:37])[CH:25]=1>>[NH2:36][C:33]1[N:34]=[CH:35][C:30]([C:27]2[CH:28]=[CH:29][C:24]([C:9]3[CH:10]=[CH:11][CH:12]=[CH:13][C:8]=3[N:2]([CH3:1])[S:3]([CH2:6][CH3:7])(=[O:4])=[O:5])=[CH:25][C:26]=2[F:37])=[N:31][CH:32]=1. Procedure: The title compound was prepared using methods analogous to those described in Example 369 using N-methyl-N-(2-(4,4,5,5,-tetramethyl-1,3,2-dioxaborolan-2-yl)phenyl)ethanesulfonamide and 5-(4-bromo-2-fluorophenyl)pyrazin-2-amine in Step B. MS (ESI): mass calcd. C19H19FN4O2S, 386.12; m/z found, 387.1 [M+H]+. 1H NMR (400 MHz, CDC3) δ 8.63-8.57 (m, 1H), 8.13-8.09 (d, J=1.5, 1H), 8.04-7.95 (m, 1H), 7.72-7.62 (m, 0.75H), 7.59-7.51 (m, 0.25H), 7.50-7.39 (m, 3.75H), 7.37-7.32 (m, 1H), 7.31-7.28 (m, 0.25H... Conditions: time 3 hour. As a reaction SMILES: [CH2:1]1[CH2:6]CC(N=C=NC2CCCCC2)C[CH2:2]1.[I:16][C:17]1[CH:25]=[CH:24][C:20]([C:21]([OH:23])=[O:22])=[CH:19][CH:18]=1>CN(C)C1C=CN=CC=1.C(O)CC>[I:16][C:17]1[CH:25]=[CH:24][C:20]([C:21]([O:23][CH2:2][CH2:1][CH3:6])=[O:22])=[CH:19][CH:18]=1. The reagents and catalysts are CN(C1=CC=NC=C1)C (4-(dimethylamino)pyridine). Solvent: C(CC)O (n-propanol). Yield: 92.3%. Reported procedure: DCC (13.4 g) was added in one portion to 4-iodobenzoic acid (15.0 g), n-propanol (7.2 g) and 4-(dimethylamino)pyridine (0.6 g) in MC (50 ml) at 0° under nitrogen. The mixture was stirred at 0° for 10 min and at room temperature for 3 h, diluted with ER (50 ml), filtered and evaporated. The residue was treated with CX (50 ml), filtered and the filtrate evaporated to give the title compound as a pale yellow oil (16.2 g). T.l.c. (CX-ER 3:1) Rf 0.8. Product: IC1=CC=C(C(=O)OCCC)C=C1 (Propyl 4-iodobenzoate). The reactants are C1CCC(CC1)N=C=NC2CCCCC2 (DCC), IC1=CC=C(C(=O)O)C=C1 (4-iodobenzoic acid). The reactants are ClC1=CC=C(C=C1)C1=NC=2C(=NC=CC2)N1CC(=O)O (2-(4-chlorophenyl)-3H-imidazo[4,5-b]pyridine-3-acetic acid), C(=O)(N1C=NC=C1)N1C=NC=C1 (1,1'-carbonyldiimidazole), O1CCCC1 (tetrahydrofuran), NC=1SCCN1 (2-amino-2-thiazoline). Solvent: O (Water). Run at time 3.5 hour. Product: ClC1=CC=C(C=C1)C1=NC=2C(=NC=CC2)N1CC(=O)NC=1SCCN1 (2-(4-Chlorophenyl)-N-(4,5-dihydro-2-thiazolyl)-3H-imidazo[4,5-b]pyridine-3-acetamide). Isolated yield 9.3%. As a reaction SMILES: [Cl:1][C:2]1[CH:7]=[CH:6][C:5]([C:8]2[N:16]([CH2:17][C:18]([OH:20])=O)[C:11]3=[N:12][CH:13]=[CH:14][CH:15]=[C:10]3[N:9]=2)=[CH:4][CH:3]=1.C(N1C=CN=C1)(N1C=CN=C1)=O.O1CCCC1.[NH2:38][C:39]1[S:40][CH2:41][CH2:42][N:43]=1>O>[Cl:1][C:2]1[CH:3]=[CH:4][C:5]([C:8]2[N:16]([CH2:17][C:18]([NH:38][C:39]3[S:40][CH2:41][CH2:42][N:43]=3)=[O:20])[C:11]3=[N:12][CH:13]=[CH:14][CH:15]=[C:10]3[N:9]=2)=[CH:6][CH:7]=1. Procedure: A suspension of 2-(4-chlorophenyl)-3H-imidazo[4,5-b]pyridine-3-acetic acid (5.0 g, 0.0174 mole), 1,1'-carbonyldiimidazole (2.82 g, 0.0174 mole) and dry tetrahydrofuran (100 ml) was stirred at room temperature for 3.5 hours with a stream of nitrogen bubbling through it. Solid 2-amino-2-thiazoline (2.67 g, 0.0261 mole) was added to the reaction mixture. The resulting suspension was allowed to stir at room temperature overnight. The solvent was evaporated under reduced pressure to give a white soli... Product: Cl, NNc1ccc(S(=O)(=O)CF)cc1. Reaction SMILES: [F:1][CH2:2][S:3](=[O:4])(=[O:5])[c:6]1[cH:7][cH:8][c:9]([Cl:12])[cH:10][cH:11]1.[NH2:13][NH2:14].[O:16]=[CH:17][N:18]([CH3:19])[CH3:20].[OH2:15]>>[ClH:12].[F:1][CH2:2][S:3](=[O:4])(=[O:5])[c:6]1[cH:7][cH:8][c:9]([NH:13][NH2:14])[cH:10][cH:11]1. Starting materials: O=S(=O)(CF)c1ccc(Cl)cc1, NN, CN(C)C=O, O.